This data is from the Open Reaction Database (ORD), a public repository of structured organic reaction records. The task is: describe an organic reaction: reactants, conditions, products, and yield The reactants are COC(CCC(=C)C(N(CC1=C(C=C(C=C1)OC)OC)CC=C)=O)=O (4-[allyl-(2,4-dimethoxy-benzyl)-carbamoyl]-pent-4-enoic acid methyl ester). The reagents and catalysts are [Ru] (ruthenium). The solvent is C(Cl)Cl (CH2Cl2). Reaction conditions: time 24 hour. Product: COC(CCC=1C(N(CC1)CC1=C(C=C(C=C1)OC)OC)=O)=O (3-[1-(2,4-dimethoxybenzyl)-2-oxo-2,5-dihydro-1H-pyrole-3-yl]-propionic acid methyl ester). Yield: 90.0%. As a reaction SMILES: [CH3:1][O:2][C:3](=[O:25])[CH2:4][CH2:5][C:6]([C:8](=[O:24])[N:9]([CH2:21][CH:22]=C)[CH2:10][C:11]1[CH:16]=[CH:15][C:14]([O:17][CH3:18])=[CH:13][C:12]=1[O:19][CH3:20])=C>C(Cl)Cl.[Ru]>[CH3:1][O:2][C:3](=[O:25])[CH2:4][CH2:5][C:6]1[C:8](=[O:24])[N:9]([CH2:10][C:11]2[CH:16]=[CH:15][C:14]([O:17][CH3:18])=[CH:13][C:12]=2[O:19][CH3:20])[CH2:21][CH:22]=1. Reported procedure: 324 mg of the compound (1c) (0.933 mM) prepared by the above Step 2 was added to the catalyst solution containing 74 mg of ruthenium (0.09 mM) dissolved in 93 ml of CH2Cl2. Then the mixture was stirred for 24 hrs at room temperature, filtered and concentrated in vacuo. The resultant was purified by Silica gel column chromatography with a solvent mixture mixed with EtOAc and hexanes (1:1) as an eluant to give 268 mg of 3-[1-(2,4-dimethoxybenzyl)-2-oxo-2,5-dihydro-1H-pyrole-3-yl]-propionic acid me...